Dataset: the Open Reaction Database (ORD), a public repository of structured organic reaction records. Task: describe an organic reaction: reactants, conditions, products, and yield The reactants are BrC1=CC=C(C=C1)C(C\C(=N/O)\C1=CC(=NC=C1)C)C1=C(C=C(C=C1)Cl)F ((E)-3-(4-Bromo-phenyl)-3-(4-chloro-2-fluoro-phenyl)-1-(2-methyl-pyridin-4-yl)-propan-1-one oxime), C(C)OC(=O)C1=CC(=CS1)B(O)O (5-(ethoxycarbonyl)thiophen-3-ylboronic acid), O (water), C([O-])([O-])=O.[Na+].[Na+] (sodium carbonate). Reagents/catalysts: [CH-]1C=CC(=C1)P(C2=CC=CC=C2)C3=CC=CC=C3.[CH-]1C=CC(=C1)P(C2=CC=CC=C2)C3=CC=CC=C3.Cl[Pd]Cl.[Fe+2] (dichloro(1,1′-bis(diphenylphosphino)ferrocene)palladium(II) dichloromethane adduct). The solvent is O1CCOCC1 (1,4-dioxane). Conditions: temperature 100 celsius. The product is C(C)OC(=O)C=1SC=C(C1)C1=CC=C(C=C1)C(C\C(\C1=CC(=NC=C1)C)=N/O)C1=C(C=C(C=C1)Cl)F (4-{4-[1-(4-Chloro-2-fluoro-phenyl)-3-[(E)-hydroxyimino]-3-(2-methyl-pyridin-4-yl)-propyl]-phenyl}-thiophene-2-carboxylic acid ethyl ester). As a reaction SMILES: Br[C:2]1[CH:7]=[CH:6][C:5]([CH:8]([C:20]2[CH:25]=[CH:24][C:23]([Cl:26])=[CH:22][C:21]=2[F:27])[CH2:9]/[C:10](/[C:13]2[CH:18]=[CH:17][N:16]=[C:15]([CH3:19])[CH:14]=2)=[N:11]\[OH:12])=[CH:4][CH:3]=1.[CH2:28]([O:30][C:31]([C:33]1[S:37][CH:36]=[C:35](B(O)O)[CH:34]=1)=[O:32])[CH3:29].O.C(=O)([O-])[O-].[Na+].[Na+]>O1CCOCC1.[CH-]1C=C(P(C2C=CC=CC=2)C2C=CC=CC=2)C=C1.[CH-]1C=C(P(C2C=CC=CC=2)C2C=CC=CC=2)C=C1.Cl[Pd]Cl.[Fe+2]>[CH2:28]([O:30][C:31]([C:33]1[S:37][CH:36]=[C:35]([C:2]2[CH:7]=[CH:6][C:5]([CH:8]([C:20]3[CH:25]=[CH:24][C:23]([Cl:26])=[CH:22][C:21]=3[F:27])[CH2:9]/[C:10](=[N:11]\[OH:12])/[C:13]3[CH:18]=[CH:17][N:16]=[C:15]([CH3:19])[CH:14]=3)=[CH:4][CH:3]=2)[CH:34]=1)=[O:32])[CH3:29] |f:3.4.5,7.8.9.10|. Procedure: In analogy to example 74, step 6, (E)-3-(4-bromo-phenyl)-3-(4-chloro-2-fluoro-phenyl)-1-(2-methyl-pyridin-4-yl)-propan-1-one oxime (example 147, step 5) was reacted with 5-(ethoxycarbonyl)thiophen-3-ylboronic acid in the presence of dichloro(1,1′-bis(diphenylphosphino)ferrocene)palladium(II) dichloromethane adduct in a mixture of 1,4-dioxane, water and 2 M aqueous sodium carbonate solution under heating by microwave irradiation to 100° C. for 30 min providing the title compound as an off-white s... Reactants: ice water, CN(C)S(=O)(=O)C1=C(C(=CC=C1)C(=O)OC)CS(=O)(=O)N (2-[(N,N-dimethylamino)sulfonyl]-6-(methoxycarbonyl)phenylmethanesulfonamide), C(CCC)N=C=O (n-butyl isocyanate), C([O-])([O-])=O.[K+].[K+] (potassium carbonate). Run in C(C)C(=O)C (methyl ethyl ketone). Yields the product C(CCC)NC(=O)NS(=O)(=O)CC1=C(C(=O)OC)C=CC=C1S(=O)(=O)N(C)C (2-[[[(n-Butyl)aminocarbonyl]aminosulfonyl]methyl]-3-(N,N-dimethylamino)sulfonylbenzoic acid, methyl ester). Yield: 70.1%. RXN SMILES: [CH3:1][N:2]([S:4]([C:7]1[CH:12]=[CH:11][CH:10]=[C:9]([C:13]([O:15][CH3:16])=[O:14])[C:8]=1[CH2:17][S:18]([NH2:21])(=[O:20])=[O:19])(=[O:6])=[O:5])[CH3:3].[CH2:22]([N:26]=[C:27]=[O:28])[CH2:23][CH2:24][CH3:25].C(=O)([O-])[O-].[K+].[K+]>C(C(C)=O)C>[CH2:22]([NH:26][C:27]([NH:21][S:18]([CH2:17][C:8]1[C:7]([S:4]([N:2]([CH3:3])[CH3:1])(=[O:6])=[O:5])=[CH:12][CH:11]=[CH:10][C:9]=1[C:13]([O:15][CH3:16])=[O:14])(=[O:19])=[O:20])=[O:28])[CH2:23][CH2:24][CH3:25] |f:2.3.4|. Procedure details: A mixture of 8.7 g of the product from Example 14, 2.7 g of n-butyl isocyanate, and 3.2 g anhydrous potassium carbonate in 75 ml methyl ethyl ketone was stirred at reflux temperature for 4.5 hours. The resulting suspension was then poured into 250 ml ice-water and the aqueous layer washed with diethyl ether. Concentrated hydrochloric acid was added to the water layer until a yellow solid formed. The crude product was collected by filtration, washed with n-butyl chloride and dried to give 7.9 g o... Reactants: S1C(=NC2=C1C=CC=C2)NC2=CC=C(OC1=NC=CC=C1C1=CCN(CC1)C(=O)OC(C)(C)C)C=C2 (Tert-butyl 4-(2-(4-(benzo[d]thiazol-2-ylamino)phenoxy)pyridin-3-yl)-5,6-dihydropyridine-1(2H)-carboxylate), C(=O)(C(F)(F)F)O (TFA). Solvent: C(Cl)Cl (DCM). The product is N1CCC(=CC1)C=1C(=NC=CC1)OC1=CC=C(C=C1)NC=1SC2=C(N1)C=CC=C2 (N-(4-(3-(1,2,3,6-tetrahydropyridin-4-yl)pyridin-2-yloxy)phenyl)benzo[d]thiazol-2-amine). RXN SMILES: [S:1]1[C:5]2[CH:6]=[CH:7][CH:8]=[CH:9][C:4]=2[N:3]=[C:2]1[NH:10][C:11]1[CH:36]=[CH:35][C:14]([O:15][C:16]2[C:21]([C:22]3[CH2:27][CH2:26][N:25](C(OC(C)(C)C)=O)[CH2:24][CH:23]=3)=[CH:20][CH:19]=[CH:18][N:17]=2)=[CH:13][CH:12]=1.C(O)(C(F)(F)F)=O>C(Cl)Cl>[NH:25]1[CH2:24][CH:23]=[C:22]([C:21]2[C:16]([O:15][C:14]3[CH:35]=[CH:36][C:11]([NH:10][C:2]4[S:1][C:5]5[CH:6]=[CH:7][CH:8]=[CH:9][C:4]=5[N:3]=4)=[CH:12][CH:13]=3)=[N:17][CH:18]=[CH:19][CH:20]=2)[CH2:27][CH2:26]1. Reported procedure: Tert-butyl 4-(2-(4-(benzo[d]thiazol-2-ylamino)phenoxy)pyridin-3-yl)-5,6-dihydropyridine-1(2H)-carboxylate (501.9 mg) was taken up in DCM and TFA was added. Upon completion, the solvent was evaporated. The residue was taken up in DCM and loaded onto an Agilent SCX cartridge. The impurities were washed from the cartridge with DCM and MeOH. N-(4-(3-(1,2,3,6-tetrahydropyridin-4-yl)pyridin-2-yloxy)phenyl)benzo[d]thiazol-2-amine was filtered from cartridge using 2.0M ammonia in MeOH. MS (ESI, pos. ion... Reactants: C(C)(C)(C)OC(COC1=NC=C(C=C1Br)Cl)=O (tert-butyl[(3-bromo-5-chloropyridin-2-yl)oxy]acetate), C(#C)C1=C(C=CC(=C1)S(=O)(=O)CCC)F (2-ethynyl-1-fluoro-4-(propane-1-sulfonyl)-benzene), C(#C)C1=C(C=CC(=C1)S(=O)(=O)CCC)F (2-ethynyl-1-fluoro-4-(propane-1-sulfonyl)-benzene), C(C)(C)(C)OC(COC1=NC=C(C=C1Br)Cl)=O (tert-butyl[(3-bromo-5-chloropyridin-2-yl)oxy]acetate), C(C)(C)(C)OC(COC1=NC=C(C=C1Br)Cl)=O (tert-butyl[(3-bromo-5-chloropyridin-2-yl)oxy]acetate). The product is C(C)(C)(C)OC(COC1=NC=C(C=C1C#CC1=C(C=CC(=C1)S(=O)(=O)CCC)F)Cl)=O (tert-butyl[(5-chloro-3-{[2-fluoro-5-(propylsulfonyl)phenyl]ethynyl}pyridin-2-yl)oxy]acetate). As a reaction SMILES: [C:1]([O:5][C:6](=[O:17])[CH2:7][O:8][C:9]1[C:14](Br)=[CH:13][C:12]([Cl:16])=[CH:11][N:10]=1)([CH3:4])([CH3:3])[CH3:2].[C:18]([C:20]1[CH:25]=[C:24]([S:26]([CH2:29][CH2:30][CH3:31])(=[O:28])=[O:27])[CH:23]=[CH:22][C:21]=1[F:32])#[CH:19]>>[C:1]([O:5][C:6](=[O:17])[CH2:7][O:8][C:9]1[C:14]([C:19]#[C:18][C:20]2[CH:25]=[C:24]([S:26]([CH2:29][CH2:30][CH3:31])(=[O:28])=[O:27])[CH:23]=[CH:22][C:21]=2[F:32])=[CH:13][C:12]([Cl:16])=[CH:11][N:10]=1)([CH3:4])([CH3:3])[CH3:2]. Reported procedure: Following the general method as outlined in Intermediate 182, starting from tert-butyl[(3-bromo-5-chloropyridin-2-yl)oxy]acetate (Intermediate 183) and 2-ethynyl-1-fluoro-4-(propane-1-sulfonyl)-benzene (Intermediate 109), the title compound was obtained as a yellow sticky solid after purification by flash column chromatography (silica), eluting with cyclohexane containing increasing amounts of EtOAc. The reactants are C(C)N(C(N[C@@H]1CN([C@@H]2CC3=C(NC4=CC=CC([C@H]2C1)=C34)C(=O)O)C)=O)CC (8α-(3,3-diethylureido)-6-methylergoline-2-carboxylic acid). Solvent: CO (methanol). Product: CC1=C2C[C@H]3N(C[C@H](C[C@@H]3C=3C=CC=C(N1)C32)NC(N(CC)CC)=O)C (3-(2,6-dimethyl-8α-ergolinyl)-1,1-diethylurea). As a reaction SMILES: [CH2:1]([N:3]([CH2:27][CH3:28])[C:4](=[O:26])[NH:5][C@H:6]1[CH2:20][C@H:19]2[C@@H:9]([CH2:10][C:11]3[C:21]4[C:14](=[CH:15][CH:16]=[CH:17][C:18]2=4)[NH:13][C:12]=3[C:22](O)=O)[N:8]([CH3:25])[CH2:7]1)[CH3:2]>CO>[CH3:22][C:12]1[NH:13][C:14]2[C:21]3[C:11]=1[CH2:10][C@@H:9]1[C@@H:19]([C:18]=3[CH:17]=[CH:16][CH:15]=2)[CH2:20][C@H:6]([NH:5][C:4](=[O:26])[N:3]([CH2:27][CH3:28])[CH2:1][CH3:2])[CH2:7][N:8]1[CH3:25]. Reported procedure: 8α-(3,3-diethylureido)-6-methylergoline-2-carboxylic acid, yield: 48%, [α]D =+27° (0.2% in methanol). The reactants are BrC=1C=C(CC(CO)CO)C=CC1 (2-(3-Bromobenzyl)-1,3-propanediol), O.C1(=CC=C(C=C1)S(=O)(=O)O)C (p-toluenesulfonic acid monohydrate), C(O)([O-])=O.[Na+] (sodium hydrogen carbonate). The solvent is CC(=O)C (acetone), C1=CC=CC=C1 (benzene). Reaction conditions: time 1 hour. Product: BrC=1C=C(CC2COC(OC2)(C)C)C=CC1 (5-(3-Bromobenzyl)-2,2-dimethyl-1,3-dioxane). The yield is 1400.7%. RXN SMILES: [Br:1][C:2]1[CH:3]=[C:4]([CH:11]=[CH:12][CH:13]=1)[CH2:5][CH:6]([CH2:9][OH:10])[CH2:7][OH:8].O.[C:15]1(C)[CH:20]=CC(S(O)(=O)=O)=C[CH:16]=1.C(=O)([O-])O.[Na+]>CC(C)=O.C1C=CC=CC=1>[Br:1][C:2]1[CH:3]=[C:4]([CH:11]=[CH:12][CH:13]=1)[CH2:5][CH:6]1[CH2:7][O:8][C:15]([CH3:20])([CH3:16])[O:10][CH2:9]1 |f:1.2,3.4|. Reported procedure: 2-(3-Bromobenzyl)-1,3-propanediol (1.85 g) was dissolved in a mixture of 8 ml of acetone/18 ml of benzene, and 70 mg of p-toluenesulfonic acid monohydrate was added. The solution was subjected to azeotropic dehydration with Dean-Stark apparatus for 1 hour. After addition of saturated sodium hydrogen carbonate solution, the mixture was extracted with ethyl acetate, dried over anhydrous magnesium sulfate and concentrated. The residue was purified by silica gel column chromatography (Wakogel® C-200... Starting materials: C(C)N1N=CC(=C1)C1=CC2=C(C=N1)C=NN2C2=CN=CC(=N2)N2CCN(CCC2)C(=O)OC(C)(C)C (tert-butyl 4-[6-[6-(1-ethylpyrazol-4-yl)pyrazolo[4,3-c]pyridin-1-yl]pyrazin-2-yl]-1,4-diazepane-1-carboxylate), Cl (hydrochloric acid). Run in CO (Methanol), O1CCOCC1 (1,4-Dioxane). Conditions: time 8 hour. Yields the product N1(CCNCCC1)C1=CN=CC(=N1)N1N=CC=2C=NC(=CC21)C=2C=NN(C2)CC (1-(6-(1,4-diazepan-1-yl)pyrazin-2-yl)-6-(1-ethyl-1H-pyrazol-4-yl)-1H-pyrazolo[4,3-c]pyridine). Isolated yield 34.5%. RXN SMILES: [CH2:1]([N:3]1[CH:7]=[C:6]([C:8]2[N:13]=[CH:12][C:11]3[CH:14]=[N:15][N:16]([C:17]4[N:22]=[C:21]([N:23]5[CH2:29][CH2:28][CH2:27][N:26](C(OC(C)(C)C)=O)[CH2:25][CH2:24]5)[CH:20]=[N:19][CH:18]=4)[C:10]=3[CH:9]=2)[CH:5]=[N:4]1)[CH3:2].Cl>CO.O1CCOCC1>[N:23]1([C:21]2[N:22]=[C:17]([N:16]3[C:10]4[CH:9]=[C:8]([C:6]5[CH:5]=[N:4][N:3]([CH2:1][CH3:2])[CH:7]=5)[N:13]=[CH:12][C:11]=4[CH:14]=[N:15]3)[CH:18]=[N:19][CH:20]=2)[CH2:29][CH2:28][CH2:27][NH:26][CH2:25][CH2:24]1. Procedure: To a solution of tert-butyl 4-[6-[6-(1-ethylpyrazol-4-yl)pyrazolo[4,3-c]pyridin-1-yl]pyrazin-2-yl]-1,4-diazepane-1-carboxylate (0.2596 mmol; 127.1 mg) in Methanol (5 mL) was added hydrochloric acid, 4.0 M in 1,4-Dioxane (5 mL). The resulting mixture was stirred at room temperature overnight. The mixture was concentrated and the residue was purified by reverse phase HPLC to afford 163 as an off-white solid (34.9 mg, 34%). 1H NMR (400 MHz, DMSO) δ 9.17-9.12 (s, 1H), 8.60-8.56 (s, 1H), 8.55-8.52 (s...